From a dataset of the Open Reaction Database (ORD), a public repository of structured organic reaction records. describe an organic reaction: reactants, conditions, products, and yield Reactants: FC1=CC=C(C=C1)N1C(=CC(=C1)C(=O)OC)C1=CC=C(C=C1)S(=O)(=O)C (1-(4-fluorophenyl)-4-methoxycarbonyl-2-(4-methylsulfonylphenyl)pyrrole), [H-].[Al+3].[Li+].[H-].[H-].[H-] (lithium aluminum hydride), S(=O)(=O)([O-])[O-].[Mg+2] (magnesium sulfate), [OH-].[Na+] (sodium hydroxide). Solvent: C(Cl)Cl (methylene chloride), C(C)OCC (diethyl ether), O (water), O (water). Product: FC1=CC=C(C=C1)N1C(=CC(=C1)CO)C1=CC=C(C=C1)S(=O)(=O)C (1-(4-Fluorophenyl)-4-hydroxymethyl-2-(4-methylsulfonylphenyl)pyrrole). Isolated yield 76.8%. RXN SMILES: [H-].[Al+3].[Li+].[H-].[H-].[H-].[F:7][C:8]1[CH:13]=[CH:12][C:11]([N:14]2[CH:18]=[C:17]([C:19](OC)=[O:20])[CH:16]=[C:15]2[C:23]2[CH:28]=[CH:27][C:26]([S:29]([CH3:32])(=[O:31])=[O:30])=[CH:25][CH:24]=2)=[CH:10][CH:9]=1.[OH-].[Na+].S([O-])([O-])(=O)=O.[Mg+2]>C(OCC)C.C(Cl)Cl.O>[F:7][C:8]1[CH:9]=[CH:10][C:11]([N:14]2[CH:18]=[C:17]([CH2:19][OH:20])[CH:16]=[C:15]2[C:23]2[CH:28]=[CH:27][C:26]([S:29]([CH3:32])(=[O:31])=[O:30])=[CH:25][CH:24]=2)=[CH:12][CH:13]=1 |f:0.1.2.3.4.5,7.8,9.10|. Procedure: 0.15 g (4.0 mmol) of lithium aluminum hydride was suspended in 25 ml of diethyl ether, and a solution of 0.98 g (2.6 mmol) of 1-(4-fluorophenyl)-4-methoxycarbonyl-2-(4-methylsulfonylphenyl)pyrrole [prepared as described in step (iii) above] in 20 ml of methylene chloride was added dropwise to the suspension whilst it was heated under reflux in a nitrogen atmosphere. The mixture was stirred under reflux for 1 hour, and then 0.15 ml of water, 0.15 ml of a 15% w/v aqueous solution of sodium hydroxi... Reactants: COC1=C(C=C(C=C1)[N+](=O)[O-])C=1CCN(CC1)C(=O)OC(C)(C)C (tert-butyl 4-(2-methoxy-5-nitrophenyl)-3,6-dihydro-1(2H)-pyridinecarboxylate), [H][H] (hydrogen). Reagents/catalysts: [Pd] (Pd/C). Solvent: CO.CCOC(=O)C (MeOH EtOAc). Yields the product NC=1C=CC(=C(C1)C1CCN(CC1)C(=O)OC(C)(C)C)OC (tert-butyl 4-[5-amino-2-methoxyphenyl]-1-piperidinecarboxylate). The yield is 83.7%. Reaction SMILES: [CH3:1][O:2][C:3]1[CH:8]=[CH:7][C:6]([N+:9]([O-])=O)=[CH:5][C:4]=1[C:12]1[CH2:13][CH2:14][N:15]([C:18]([O:20][C:21]([CH3:24])([CH3:23])[CH3:22])=[O:19])[CH2:16][CH:17]=1.[H][H]>CO.CCOC(C)=O.[Pd]>[NH2:9][C:6]1[CH:7]=[CH:8][C:3]([O:2][CH3:1])=[C:4]([CH:12]2[CH2:17][CH2:16][N:15]([C:18]([O:20][C:21]([CH3:22])([CH3:23])[CH3:24])=[O:19])[CH2:14][CH2:13]2)[CH:5]=1 |f:2.3|. Procedure: A solution of tert-butyl 4-(2-methoxy-5-nitrophenyl)-3,6-dihydro-1(2H)-pyridinecarboxylate (1.30 g, 3.90 mmol) and 10% Pd/C (200.0 mg) in MeOH:EtOAc (1:4, 100 mL) was hydrogenated at room temperature for 72 h using the hydrogen balloon method. The reaction mixture was filtered through Celite and washed with ethanol (3×100 mL). The combined organic filtrates were concentrated in vacuo to afford tert-butyl 4-[5-amino-2-methoxyphenyl]-1-piperidinecarboxylate (1.00 g, 84%): ESMS m/e: 307.2 (M+H)+. Reactants: ClN1C(CCC1=O)=O (N-Chlorosuccinimide), CN(C)C=O (DMF), C1(CC1)C1=C(C=C(C(=C1)C(=O)OC)O)C1=C(C=C(C=C1)F)F (methyl 2-cyclopropyl-2′,4′-difluoro-5-hydroxybiphenyl-4-carboxylate), ClN1C(CCC1=O)=O (N-chlorosuccinimide). The solvent is O (Water). Conditions: time 3 hour. Product: ClC1=C(C(=CC(=C1O)C(=O)OC)C1CC1)C1=C(C=C(C=C1)F)F (Methyl 2-chloro-6-cyclopropyl-2′,4′-difluoro-3-hydroxybiphenyl-4-carboxylate). Isolated yield 91.0%. RXN SMILES: [Cl:1]N1C(=O)CCC1=O.CN(C=O)C.[CH:14]1([C:17]2[CH:22]=[C:21]([C:23]([O:25][CH3:26])=[O:24])[C:20]([OH:27])=[CH:19][C:18]=2[C:28]2[CH:33]=[CH:32][C:31]([F:34])=[CH:30][C:29]=2[F:35])[CH2:16][CH2:15]1>O>[Cl:1][C:19]1[C:20]([OH:27])=[C:21]([C:23]([O:25][CH3:26])=[O:24])[CH:22]=[C:17]([CH:14]2[CH2:16][CH2:15]2)[C:18]=1[C:28]1[CH:33]=[CH:32][C:31]([F:34])=[CH:30][C:29]=1[F:35]. Reported procedure: N-Chlorosuccinimide (1.65 g) was added at room temperature to a DMF (40 mL) solution of methyl 2-cyclopropyl-2′,4′-difluoro-5-hydroxybiphenyl-4-carboxylate (3.13 g), and the mixture was stirred at the same temperature as above for 3 hours in a nitrogen atmosphere. Then, N-chlorosuccinimide (0.549 g) was further added thereto, and the mixture was stirred at the same temperature as above for 16 hours in a nitrogen atmosphere. Water was added to the reaction mixture at room temperature, and the mix... Reactants: O.[OH-].[Li+] (lithium hydroxide monohydrate), ClC1=C(C=CC(=C1)SC1=CC=C(C=C1)N(S(=O)(=O)C)S(=O)(=O)C)NC(C(C)(C)OC(C)=O)=O (N-{2-chloro-4-[4-(N,N-dimesylamino)phenylsulphanyl]phenyl}-2-acetoxy-2-methylpropanamide), C(Cl)Cl (DCM), Cl (hydrochloric acid). The solvent is O (water), CO (methanol), O (Water). Run at time 4 hour. Yields the product ClC1=C(C=CC(=C1)SC1=CC=C(C=C1)NS(=O)(=O)C)NC(C(C)(C)O)=O (N-[2-Chloro-4-(4-mesylaminophenylsulphanyl)phenyl]-2-hydroxy-2-methylpropanamide). Yield: 86.0%. RXN SMILES: O.[OH-].[Li+].[Cl:4][C:5]1[CH:10]=[C:9]([S:11][C:12]2[CH:17]=[CH:16][C:15]([N:18](S(C)(=O)=O)[S:19]([CH3:22])(=[O:21])=[O:20])=[CH:14][CH:13]=2)[CH:8]=[CH:7][C:6]=1[NH:27][C:28](=[O:36])[C:29]([O:32]C(=O)C)([CH3:31])[CH3:30].Cl.C(Cl)Cl>O.CO>[Cl:4][C:5]1[CH:10]=[C:9]([S:11][C:12]2[CH:13]=[CH:14][C:15]([NH:18][S:19]([CH3:22])(=[O:21])=[O:20])=[CH:16][CH:17]=2)[CH:8]=[CH:7][C:6]=1[NH:27][C:28](=[O:36])[C:29]([OH:32])([CH3:31])[CH3:30] |f:0.1.2|. Procedure details: A solution of lithium hydroxide monohydrate (0.177 g) in water (1.8 ml) was added to a stirred solution of N-{2-chloro-4-[4-(N,N-dimesylamino)phenylsulphanyl]phenyl}-2-acetoxy-2-methylpropanamide (Method 26) (0.45 g) in methanol (3.5 ml) and the mixture was stirred at ambient temperature for 4 hours. Water (3 ml) was added and the solution was acidified to pH 2-3 with 1M hydrochloric acid. DCM (20 ml) was added and the organic layer was washed with water (20 ml) and brine, then dried. Volatile m... RXN SMILES: [CH3:1][O:2][c:3]1[cH:4][c:5]([C:11]2=[N:15][N:14]([CH:16]3[CH2:17][CH2:18][NH:19][CH2:20][CH2:21]3)[C:13](=[O:22])[C:12]2([CH3:23])[CH3:24])[cH:6][cH:7][c:8]1[O:9][CH3:10].[CH3:25][N:26]([c:27]1[cH:28][c:29]([C:30](=[O:31])[OH:32])[cH:33][cH:34][cH:35]1)[CH3:36]>>[CH3:1][O:2][c:3]1[cH:4][c:5]([C:11]2=[N:15][N:14]([CH:16]3[CH2:17][CH2:18][N:19]([C:30]([c:29]4[cH:28][c:27]([N:26]([CH3:25])[CH3:36])[cH:35][cH:34][cH:33]4)=[O:31])[CH2:20][CH2:21]3)[C:13](=[O:22])[C:12]2([CH3:23])[CH3:24])[cH:6][cH:7][c:8]1[O:9][CH3:10]. Product: COc1ccc(C2=NN(C3CCN(C(=O)c4cccc(N(C)C)c4)CC3)C(=O)C2(C)C)cc1OC. Starting materials: COc1ccc(C2=NN(C3CCNCC3)C(=O)C2(C)C)cc1OC, CN(C)c1cccc(C(=O)O)c1. Reactants: OC=1C(=C(C=CC1OC)C=1C=C2COC(C2=CC1)=O)OC (5-(3-Hydroxy-2,4-dimethoxy-phenyl)-3H-isobenzofuran-1-one), C([O-])([O-])=O.[K+].[K+] (potassium carbonate), C(C)I (ethyl iodide). Solvent: C(C)#N (acetonitrile). Run at temperature 80 celsius. The product is C(C)OC=1C(=C(C=CC1OC)C=1C=C2COC(C2=CC1)=O)OC (5-(3-Ethoxy-2,4-dimethoxy-phenyl)-3H-isobenzofuran-1-one). Isolated yield 57.0%. RXN SMILES: [OH:1][C:2]1[C:3]([O:20][CH3:21])=[C:4]([C:10]2[CH:11]=[C:12]3[C:16](=[CH:17][CH:18]=2)[C:15](=[O:19])[O:14][CH2:13]3)[CH:5]=[CH:6][C:7]=1[O:8][CH3:9].C(=O)([O-])[O-].[K+].[K+].[CH2:28](I)[CH3:29]>C(#N)C>[CH2:28]([O:1][C:2]1[C:3]([O:20][CH3:21])=[C:4]([C:10]2[CH:11]=[C:12]3[C:16](=[CH:17][CH:18]=2)[C:15](=[O:19])[O:14][CH2:13]3)[CH:5]=[CH:6][C:7]=1[O:8][CH3:9])[CH3:29] |f:1.2.3|. Reported procedure: To a stirring solution of 5-(3-Hydroxy-2,4-dimethoxy-phenyl)-3H-isobenzofuran-1-one (80 mg, 0.279 mmol) in acetonitrile (10 mL) was added potassium carbonate (115 mg, 0.837 mmol) and ethyl iodide (130 mg, 0.837 mmol) and the resultant reaction mixture was heated to 80° C. for 4 h. The reaction mixture was filtered through celite and the filtrate was concentrated under reduced pressure. The obtained residue was purified by column chromatography (silica gel, 0-50% ethyl acetate in pet ether) to af... The reactants are CCOC(=O)c1nc(COC(C)=O)ccc1NC(=O)OC(C)(C)C, CCO. Product: CCOC(=O)c1nc(CO)ccc1NC(=O)OC(C)(C)C. Reaction SMILES: [CH2:1]([CH3:2])[O:3][C:4](=[O:5])[c:6]1[n:7][c:8]([CH2:20][O:21][C:22](=[O:23])[CH3:24])[cH:9][cH:10][c:11]1[NH:12][C:13](=[O:14])[O:15][C:16]([CH3:17])([CH3:18])[CH3:19].[CH3:25][CH2:26][OH:27]>>[CH2:1]([CH3:2])[O:3][C:4](=[O:5])[c:6]1[n:7][c:8]([CH2:20][OH:21])[cH:9][cH:10][c:11]1[NH:12][C:13](=[O:14])[O:15][C:16]([CH3:17])([CH3:18])[CH3:19]. The reactants are CN(C)C=O, [Cl-], COc1c(Cl)cc(C(=O)N2CS(=O)(=O)c3ccccc32)cc1Cl, Cl, [Li+]. Yields the product O=C(c1cc(Cl)c(O)c(Cl)c1)N1CS(=O)(=O)c2ccccc21. As a reaction SMILES: [CH3:27][N:28]([CH3:29])[CH:30]=[O:31].[Cl-:25].[Cl:1][c:2]1[cH:3][c:4]([C:5](=[O:6])[N:7]2[CH2:8][S:9](=[O:16])(=[O:17])[c:10]3[c:11]2[cH:12][cH:13][cH:14][cH:15]3)[cH:18][c:19]([Cl:23])[c:20]1[O:21][CH3:22].[ClH:26].[Li+:24]>>[Cl:1][c:2]1[cH:3][c:4]([C:5](=[O:6])[N:7]2[CH2:8][S:9](=[O:16])(=[O:17])[c:10]3[c:11]2[cH:12][cH:13][cH:14][cH:15]3)[cH:18][c:19]([Cl:23])[c:20]1[OH:21]. Reactants: C1(CCCCC1)C1=CC=C2N1C1=C(N=C2)N(C=C1)S(=O)(=O)C1=CC=C(C)C=C1 (8-cyclohexyl-3-tosyl-3H-dipyrrolo[1,2-a:2′,3′-e]pyrazine), [OH-].[Na+] (NaOH). The solvent is CCOC(=O)C (EtOAc), [NH4+].[Cl-] (NH4Cl), O1CCOCC1 (1,4-dioxane). Run at temperature 90 celsius, time 15 hour. Yields the product C1(CCCCC1)C1=CC=C2N1C1=C(N=C2)NC=C1 (8-cyclohexyl-3H-dipyrrolo[1,2-a:2′,3′-e]pyrazine). The yield is 55.0%. Reaction SMILES: [CH:1]1([C:7]2[N:11]3[C:12]4[CH:18]=[CH:17][N:16](S(C5C=CC(C)=CC=5)(=O)=O)[C:13]=4[N:14]=[CH:15][C:10]3=[CH:9][CH:8]=2)[CH2:6][CH2:5][CH2:4][CH2:3][CH2:2]1.[OH-].[Na+]>O1CCOCC1.CCOC(C)=O.[NH4+].[Cl-]>[CH:1]1([C:7]2[N:11]3[C:12]4[CH:18]=[CH:17][NH:16][C:13]=4[N:14]=[CH:15][C:10]3=[CH:9][CH:8]=2)[CH2:2][CH2:3][CH2:4][CH2:5][CH2:6]1 |f:1.2,5.6|. Reported procedure: To a solution of 8-cyclohexyl-3-tosyl-3H-dipyrrolo[1,2-a:2′,3′-e]pyrazine (0.015 g, 0.038 mmol) in 1,4-dioxane (3 mL) was added aqueous NaOH (2 N, 0.29 mL, 0.57 mmol). The reaction mixture was heated to about 90° C. After about 15 h, the reaction mixture was cooled to ambient temperature and diluted with EtOAc (5 mL) and saturated aqueous NH4Cl (5 mL). The organic layer was separated, washed with water (5 mL) followed by brine (5 mL), dried over anhydrous Na2SO4, filtered, and concentrated under... The reactants are CCC(=O)c1ccc(OCc2ccccc2)cc1, C1CCOC1, C[Si](C)(C)[N-][Si](C)(C)C, O=C(n1ccnc1)C(F)(F)F, [Li+]. Product: CC(C(=O)c1ccc(OCc2ccccc2)cc1)C(=O)C(F)(F)F. As a reaction SMILES: [CH2:1]([c:2]1[cH:3][cH:4][cH:5][cH:6][cH:7]1)[O:8][c:9]1[cH:10][cH:11][c:12]([C:15]([CH2:16][CH3:17])=[O:18])[cH:13][cH:14]1.[CH2:40]1[O:41][CH2:42][CH2:43][CH2:44]1.[CH3:19][Si:20]([N-:21][Si:22]([CH3:23])([CH3:24])[CH3:25])([CH3:26])[CH3:27].[F:29][C:30]([C:31](=[O:32])[n:33]1[cH:34][cH:35][n:36][cH:37]1)([F:38])[F:39].[Li+:28]>>[CH2:1]([c:2]1[cH:3][cH:4][cH:5][cH:6][cH:7]1)[O:8][c:9]1[cH:10][cH:11][c:12]([C:15]([CH:16]([CH3:17])[C:31]([C:30]([F:29])([F:38])[F:39])=[O:32])=[O:18])[cH:13][cH:14]1.